Dataset: the Open Reaction Database (ORD), a public repository of structured organic reaction records. Task: describe an organic reaction: reactants, conditions, products, and yield The reactants are ClC=1C=CC2=C(C(CCCN2C(C2=CN=C(C=C2)NC(C2=C(C=CC=C2)C)=O)=O)OCCO)C1 (7-chloro-5-(2-hydroxyethoxy)-1-[6-(2-methylbenzoylamino)nicotinoyl]-2,3,4,5-tetrahydro-1H-benzazepine), CS(=O)(=O)Cl (methanesulfonyl chloride), O (Water). The solvent is N1=CC=CC=C1 (pyridine). Run at time 2 hour. Procedure: To a solution of 7-chloro-5-(2-hydroxyethoxy)-1-[6-(2-methylbenzoylamino)nicotinoyl]-2,3,4,5-tetrahydro-1H-benzazepine (0.6 g) in pyridine (5 ml) is added with stirring methanesulfonyl chloride (0.11 ml) under ice-cooling, and the mixture is stirred at room temperature for two hours. Water is added to the reaction solution, and the mixture is extracted with dichloromethane. The extract is washed with water, dried over magnesium sulfate, and evaporated under reduced pressure to remove the solvent... The product is ClC=1C=CC2=C(C(CCCN2C(C2=CN=C(C=C2)NC(C2=C(C=CC=C2)C)=O)=O)OCCOS(=O)(=O)C)C1 (7-chloro-5-(2-methanesulfonyloxyethoxyl)-1-[6-(2-methylbenzoylamino)nicotinoyl]-2,3,4,5-tetrahydro-1H-benzazepine). RXN SMILES: [Cl:1][C:2]1[CH:3]=[CH:4][C:5]2[N:11]([C:12](=[O:29])[C:13]3[CH:18]=[CH:17][C:16]([NH:19][C:20](=[O:28])[C:21]4[CH:26]=[CH:25][CH:24]=[CH:23][C:22]=4[CH3:27])=[N:15][CH:14]=3)[CH2:10][CH2:9][CH2:8][CH:7]([O:30][CH2:31][CH2:32][OH:33])[C:6]=2[CH:34]=1.[CH3:35][S:36](Cl)(=[O:38])=[O:37].O>N1C=CC=CC=1>[Cl:1][C:2]1[CH:3]=[CH:4][C:5]2[N:11]([C:12](=[O:29])[C:13]3[CH:18]=[CH:17][C:16]([NH:19][C:20](=[O:28])[C:21]4[CH:26]=[CH:25][CH:24]=[CH:23][C:22]=4[CH3:27])=[N:15][CH:14]=3)[CH2:10][CH2:9][CH2:8][CH:7]([O:30][CH2:31][CH2:32][O:33][S:36]([CH3:35])(=[O:38])=[O:37])[C:6]=2[CH:34]=1. Reaction SMILES: Cl[CH2:2][CH2:3][CH2:4][O:5][C:6]1[CH:11]=[CH:10][C:9]([F:12])=[CH:8][C:7]=1[O:13][CH2:14][C:15]1[CH:20]=[CH:19][CH:18]=[CH:17][CH:16]=1.Br.Br.[NH:23]1[CH2:28][CH2:27][CH:26]([CH2:29][NH:30][C:31]2[S:32][C:33]3[CH:39]=[CH:38][CH:37]=[CH:36][C:34]=3[N:35]=2)[CH2:25][CH2:24]1.C(=O)([O-])[O-].[Na+].[Na+].[I-].[Na+]>O.CN(C)C(=O)C>[F:12][C:9]1[CH:10]=[CH:11][C:6]([O:5][CH2:4][CH2:3][CH2:2][N:23]2[CH2:28][CH2:27][CH:26]([CH2:29][NH:30][C:31]3[S:32][C:33]4[CH:39]=[CH:38][CH:37]=[CH:36][C:34]=4[N:35]=3)[CH2:25][CH2:24]2)=[C:7]([O:13][CH2:14][C:15]2[CH:20]=[CH:19][CH:18]=[CH:17][CH:16]=2)[CH:8]=1 |f:1.2.3,4.5.6,7.8|. Product: FC1=CC(=C(OCCCN2CCC(CC2)CNC=2SC3=C(N2)C=CC=C3)C=C1)OCC1=CC=CC=C1 (N-[[1-[3-[4-fluoro-2-(phenylmethoxy)phenoxy]propyl]-4-piperidinyl]methyl]-2-benzothiazolamine). Procedure details: A mixture of 3.2 parts of 1-(3-chloropropoxy)-4-fluoro-2-(phenylmethoxy)benzene, 4.1 parts of N-(4-piperidinylmethyl)-2-benzothiazolamine dihydrobromide, 6 parts of sodium carbonate, 0.1 parts of sodium iodide and 67.5 parts of N,N-dimethylacetamide was stirred overnight at 75° C. Water was added and the product was extracted with 4-methyl-2-pentanone. The extract was dried, filtered and evaporated. The oily residue was crystallized from acetonitrile. The product was filtered off and dried, yiel... Conditions: temperature 75 celsius, time 8 hour. Reactants: ClCCCOC1=C(C=C(C=C1)F)OCC1=CC=CC=C1 (1-(3-chloropropoxy)-4-fluoro-2-(phenylmethoxy)benzene), Br.Br.N1CCC(CC1)CNC=1SC2=C(N1)C=CC=C2 (N-(4-piperidinylmethyl)-2-benzothiazolamine dihydrobromide), C([O-])([O-])=O.[Na+].[Na+] (sodium carbonate), [I-].[Na+] (sodium iodide). Isolated yield 65.2%. The solvent is CN(C(C)=O)C (N,N-dimethylacetamide), O (Water). Reactants: O (water), FC(C1=NN(C(=C1)C(F)F)CC(=O)N1CCC(CC1)C=1SC=C(N1)C1=NOC(C1)C1=C(C=CC=C1)O)F (2-[3,5-bis(difluoromethyl)-1H-pyrazol-1-yl]-1-(4-{4-[5-(2-hydroxyphenyl)-4,5-dihydro-1,2-oxazol-3-yl]-1,3-thiazol-2-yl}piperidin-1-yl)ethanone), C([O-])([O-])=O.[K+].[K+] (potassium carbonate), C(C=C)Br (allyl bromide). The solvent is CC(=O)C (acetone). Yields the product C(C=C)OC1=C(C=CC=C1)C1CC(=NO1)C=1N=C(SC1)C1CCN(CC1)C(CN1N=C(C=C1C(F)F)C(F)F)=O (1-[4-(4-{5-[2-(allyloxy)phenyl]-4,5-dihydro-1,2-oxazol-3-yl}-1,3-thiazol-2-yl)piperidin-1-yl]-2-[3,5-bis(difluoromethyl)-1H-pyrazol-1-yl]ethanone). The yield is 55.1%. RXN SMILES: [F:1][CH:2]([F:37])[C:3]1[CH:7]=[C:6]([CH:8]([F:10])[F:9])[N:5]([CH2:11][C:12]([N:14]2[CH2:19][CH2:18][CH:17]([C:20]3[S:21][CH:22]=[C:23]([C:25]4[CH2:29][CH:28]([C:30]5[CH:35]=[CH:34][CH:33]=[CH:32][C:31]=5[OH:36])[O:27][N:26]=4)[N:24]=3)[CH2:16][CH2:15]2)=[O:13])[N:4]=1.C(=O)([O-])[O-].[K+].[K+].[CH2:44](Br)[CH:45]=[CH2:46].O>CC(C)=O>[CH2:46]([O:36][C:31]1[CH:32]=[CH:33][CH:34]=[CH:35][C:30]=1[CH:28]1[O:27][N:26]=[C:25]([C:23]2[N:24]=[C:20]([CH:17]3[CH2:16][CH2:15][N:14]([C:12](=[O:13])[CH2:11][N:5]4[C:6]([CH:8]([F:10])[F:9])=[CH:7][C:3]([CH:2]([F:1])[F:37])=[N:4]4)[CH2:19][CH2:18]3)[S:21][CH:22]=2)[CH2:29]1)[CH:45]=[CH2:44] |f:1.2.3|. Procedure details: To a solution of 2-[3,5-bis(difluoromethyl)-1H-pyrazol-1-yl]-1-(4-{4-[5-(2-hydroxyphenyl)-4,5-dihydro-1,2-oxazol-3-yl]-1,3-thiazol-2-yl}piperidin-1-yl)ethanone (81 mg) and potassium carbonate (105 mg) in acetone (5 ml) is added, at room temperature, allyl bromide (73 mg). The reaction mixture is stirred at reflux for 5 h. Then the mixture is admixed with water and extracted with ethyl acetate. The combined organic phases are dried over sodium sulphate and concentrated. Purification by column chr... Starting materials: CC=1C=CC2=C(NC3=C(N(C2=O)C)C=CC=C3)N1 (6,11-dihydro-2,6-dimethyl-5H-pyrido[2,3-b][1,5]benzodiazepin-5-one), [H-].[Na+] (sodium hydride), C(C)N(CCCCl)CC (3-diethylamino-propyl chloride). The solvent is CN(C=O)C (dimethyl formamide), CN(C=O)C (dimethyl formamide). Reaction conditions: temperature 120 celsius, time 30 minute. Product: CC=1C=CC2=C(N(C3=C(N(C2=O)C)C=CC=C3)CCCN(C)C)N1 (6,11-Dihydro-2,6-dimethyl-11-(3-dimethylamino-propyl)-5H-pyrido[2,3-b][1,5]benzodiazepin-5-one). RXN SMILES: [CH3:1][C:2]1[CH:3]=[CH:4][C:5]2[C:11](=[O:12])[N:10]([CH3:13])[C:9]3[CH:14]=[CH:15][CH:16]=[CH:17][C:8]=3[NH:7][C:6]=2[N:18]=1.[H-].[Na+].[CH2:21]([N:23]([CH2:28]C)[CH2:24][CH2:25][CH2:26]Cl)C>CN(C)C=O>[CH3:1][C:2]1[CH:3]=[CH:4][C:5]2[C:11](=[O:12])[N:10]([CH3:13])[C:9]3[CH:14]=[CH:15][CH:16]=[CH:17][C:8]=3[N:7]([CH2:26][CH2:25][CH2:24][N:23]([CH3:28])[CH3:21])[C:6]=2[N:18]=1 |f:1.2|. Procedure details: A mixture consisting of 7.2 gm of 6,11-dihydro-2,6-dimethyl-5H-pyrido[2,3-b][1,5]benzodiazepin-5-one, 70 ml of dimethyl formamide and 1.9 gm of 50% sodium hydride in mineral oil was stirred at 30°-50° C. in a nitrogen atmosphere for 30 minutes. Then, a solution of 6.1 gm of 3-diethylamino-propyl chloride in 30 ml of dimethyl formamide was added dropwise, and the mixture was heated on an oil bath at 120° C. for 3 hours and then evaporated in vacuo. The residue was mixed with an aqueous potassium ...